From a dataset of the Open Reaction Database (ORD), a public repository of structured organic reaction records. describe an organic reaction: reactants, conditions, products, and yield The reagents and catalysts are CN(C)C=1C=CN=CC1 (DMAP). Yields the product C(C)OC(=O)C1(CCN(CC1)S(=O)(=O)N1CCOCC1)CCOC (4-(2-methoxy-ethyl)-1-(morpholine-4-sulfonyl)-piperidine-4-carboxylic acid ethyl ester). Reactants: C(C)OC(=O)C1(CCNCC1)CCOC (4-(2-Methoxy-ethyl)-piperidine-4-carboxylic acid ethyl ester), N1(CCOCC1)S(=O)(=O)Cl (morpholine-4-sulfonylchloride). Reaction SMILES: [CH2:1]([O:3][C:4]([C:6]1([CH2:12][CH2:13][O:14][CH3:15])[CH2:11][CH2:10][NH:9][CH2:8][CH2:7]1)=[O:5])[CH3:2].[N:16]1([S:22](Cl)(=[O:24])=[O:23])[CH2:21][CH2:20][O:19][CH2:18][CH2:17]1>C(Cl)Cl.CN(C1C=CN=CC=1)C>[CH2:1]([O:3][C:4]([C:6]1([CH2:12][CH2:13][O:14][CH3:15])[CH2:7][CH2:8][N:9]([S:22]([N:16]2[CH2:21][CH2:20][O:19][CH2:18][CH2:17]2)(=[O:24])=[O:23])[CH2:10][CH2:11]1)=[O:5])[CH3:2]. Conditions: temperature 0 celsius, time 12 hour. Solvent: C(Cl)Cl (methylene chloride), C(Cl)Cl (methylene chloride). Reported procedure: 4-(2-Methoxy-ethyl)-piperidine-4-carboxylic acid ethyl ester (0.646 g) dissolved in methylene chloride (10 ml) under an argon atmosphere were treated with DMAP (0.673 g) at RT, the mixture was cooled to 0° C. and morpholine-4-sulfonylchloride (0613 g) in methylene chloride (2 ml) was added dropwise. The mixture was stirred for 12 h at RT then partitioned between methylen chloride and 1 M HCl. The layers were separated, the organic layer washed with 2M aqueous KHCO3 then dried over Na2SO4. The so...